From a dataset of the Open Reaction Database (ORD), a public repository of structured organic reaction records. describe an organic reaction: reactants, conditions, products, and yield Starting materials: [BH4-].[Na+] (sodium borohydride), C(C)(=O)O[C@H]1C[C@H]([C@@H]([C@H]1CCCCCCC(=O)OC)CCC(C(CCCC)(F)F)=O)OC1OCCCC1 (methyl 7-[(1R,2R,3R,5S)-5-acetoxy-2-(4,4-difluoro-3-oxooctyl)-3-(2-tetrahydropyranyloxy)cyclopentyl]heptanate), C(C)(=O)O (acetic acid). The solvent is CO (methanol). Reaction conditions: time 40 minute. Yields the product C(C)(=O)O[C@H]1C[C@H]([C@@H]([C@H]1CCCCCCC(=O)OC)CCC(C(CCCC)(F)F)O)OC1OCCCC1 (methyl 7-[(1R,2R,3R,5S)-5-acetoxy-2-(4,4-difluoro-3-hydroxyoctyl)-3-(2-tetrahydropyranyloxy)cyclopentyl]heptanate). Yield: 99.1%. RXN SMILES: [C:1]([O:4][C@@H:5]1[C@H:9]([CH2:10][CH2:11][CH2:12][CH2:13][CH2:14][CH2:15][C:16]([O:18][CH3:19])=[O:17])[C@@H:8]([CH2:20][CH2:21][C:22](=[O:30])[C:23]([F:29])([F:28])[CH2:24][CH2:25][CH2:26][CH3:27])[C@H:7]([O:31][CH:32]2[CH2:37][CH2:36][CH2:35][CH2:34][O:33]2)[CH2:6]1)(=[O:3])[CH3:2].[BH4-].[Na+].C(O)(=O)C>CO>[C:1]([O:4][C@@H:5]1[C@H:9]([CH2:10][CH2:11][CH2:12][CH2:13][CH2:14][CH2:15][C:16]([O:18][CH3:19])=[O:17])[C@@H:8]([CH2:20][CH2:21][CH:22]([OH:30])[C:23]([F:28])([F:29])[CH2:24][CH2:25][CH2:26][CH3:27])[C@H:7]([O:31][CH:32]2[CH2:37][CH2:36][CH2:35][CH2:34][O:33]2)[CH2:6]1)(=[O:3])[CH3:2] |f:1.2|. Procedure details: A solution of methyl 7-[(1R,2R,3R,5S)-5-acetoxy-2-(4,4-difluoro-3-oxooctyl)-3-(2-tetrahydro pyranyloxy)cyclopentyl]heptanate (15) (71.01 g, 133.3 mmol) in methanol (284 ml) was cooled to approximately −20° C., and sodium borohydride (5.08 g, 134 mmol) was added thereto. After stirring for approximately 40 minutes, acetic acid (7.6 ml, 133 mmol) was added drop wise, and the reaction mixture was concentrated under reduced pressure. The residue was supplemented with water (325 ml) and extracted thr... Starting materials: CCC(C)CCBr, C[Si](C)(C)[N-][Si](C)(C)C, [Li+], C1CCOC1, CC(C(=O)O)c1ccccc1. Yields the product CCC(C)CCC(C)(C(=O)O)c1ccccc1. As a reaction SMILES: [Br:22][CH2:23][CH2:24][CH:25]([CH2:26][CH3:27])[CH3:28].[CH3:1][Si:2]([N-:3][Si:4]([CH3:5])([CH3:6])[CH3:7])([CH3:8])[CH3:9].[Li+:10].[O:29]1[CH2:30][CH2:31][CH2:32][CH2:33]1.[c:11]1([CH:17]([C:18](=[O:19])[OH:20])[CH3:21])[cH:12][cH:13][cH:14][cH:15][cH:16]1>>[c:11]1([C:17]([C:18](=[O:19])[OH:20])([CH3:21])[CH2:23][CH2:24][CH:25]([CH2:26][CH3:27])[CH3:28])[cH:12][cH:13][cH:14][cH:15][cH:16]1.